Task: describe an organic reaction: reactants, conditions, products, and yield. Dataset: the Open Reaction Database (ORD), a public repository of structured organic reaction records Reactants: CN(C)CCCN, CO, Cc1n[nH]c(N)c1-c1nc2ccc(S(=O)(=O)Cl)cc2s1. The product is Cc1n[nH]c(N)c1-c1nc2ccc(S(=O)(=O)NCCCN(C)C)cc2s1. Reaction SMILES: [CH3:21][N:22]([CH2:23][CH2:24][CH2:25][NH2:26])[CH3:27].[CH3:28][OH:29].[NH2:1][c:2]1[c:3](-[c:8]2[s:9][c:10]3[c:11]([n:12]2)[cH:13][cH:14][c:15]([S:17](=[O:18])(=[O:19])[Cl:20])[cH:16]3)[c:4]([CH3:7])[n:5][nH:6]1>>[NH2:1][c:2]1[c:3](-[c:8]2[s:9][c:10]3[c:11]([n:12]2)[cH:13][cH:14][c:15]([S:17](=[O:18])(=[O:19])[NH:26][CH2:25][CH2:24][CH2:23][N:22]([CH3:21])[CH3:27])[cH:16]3)[c:4]([CH3:7])[n:5][nH:6]1. Procedure details: Prepared analogously to Example 97 from 4-[(5-(N-ethyloxycarbonylmethyl-quinolin-8-yl-sulphonylamino)-1-methyl-1H-benzimidazol-2-yl)-methyl]-benzamidine-hydrochloride and benzyl chloroformate in acetone/water. Reaction SMILES: Cl.[CH2:2]([O:4][C:5]([CH2:7][N:8]([S:29]([C:32]1[CH:33]=[CH:34][CH:35]=[C:36]2[C:41]=1[N:40]=[CH:39][CH:38]=[CH:37]2)(=[O:31])=[O:30])[C:9]1[CH:28]=[CH:27][C:12]2[N:13]([CH3:26])[C:14]([CH2:16][C:17]3[CH:25]=[CH:24][C:20]([C:21]([NH2:23])=[NH:22])=[CH:19][CH:18]=3)=[N:15][C:11]=2[CH:10]=1)=[O:6])[CH3:3].Cl[C:43]([O:45][CH2:46][C:47]1[CH:52]=[CH:51][CH:50]=[CH:49][CH:48]=1)=[O:44]>CC(C)=O.O>[CH2:2]([O:4][C:5]([CH2:7][N:8]([S:29]([C:32]1[CH:33]=[CH:34][CH:35]=[C:36]2[C:41]=1[N:40]=[CH:39][CH:38]=[CH:37]2)(=[O:30])=[O:31])[C:9]1[CH:28]=[CH:27][C:12]2[N:13]([CH3:26])[C:14]([CH2:16][C:17]3[CH:18]=[CH:19][C:20]([C:21]([NH2:23])=[N:22][C:43]([O:45][CH2:46][C:47]4[CH:52]=[CH:51][CH:50]=[CH:49][CH:48]=4)=[O:44])=[CH:24][CH:25]=3)=[N:15][C:11]=2[CH:10]=1)=[O:6])[CH3:3] |f:0.1,3.4|. Starting materials: Cl.C(C)OC(=O)CN(C1=CC2=C(N(C(=N2)CC2=CC=C(C(=N)N)C=C2)C)C=C1)S(=O)(=O)C=1C=CC=C2C=CC=NC12 (4-[(5-(N-ethyloxycarbonylmethyl-quinolin-8-yl-sulphonylamino)-1-methyl-1H-benzimidazol-2-yl)-methyl]-benzamidine-hydrochloride), ClC(=O)OCC1=CC=CC=C1 (benzyl chloroformate). Run in CC(=O)C.O (acetone water). Product: C(C)OC(=O)CN(C1=CC2=C(N(C(=N2)CC2=CC=C(C(=NC(=O)OCC3=CC=CC=C3)N)C=C2)C)C=C1)S(=O)(=O)C=1C=CC=C2C=CC=NC12 (4-[(5-(N-ethyloxycarbonylmethyl-quinolin-8-yl-sulphonylamino)-1-methyl-1H-benzimidazol-2-yl)-methyl]-N'-benzyloxycarbonylbenzamidine). Starting materials: Br (hydrobromic acid), red phosphorus, CC12CCN(CC(C(C3=C1C=CC=C3)O)C2)C (1,4-dimethyl-2,3,4,5,6,7-hexahydro-1,6-methano-1H-4-benzazonin-7-ol). Run in O (water). The product is CC12CCN(CC(CC3=C1C=CC=C3)C2)C (1,4-dimethyl-2,3,4,5,6,7-hexahydro-1,6-methano-1H-4-benzazonine). Isolated yield 50.6%. As a reaction SMILES: Br.[CH3:2][C:3]12[CH2:17][CH:8]([CH:9](O)[C:10]3[CH:15]=[CH:14][CH:13]=[CH:12][C:11]=31)[CH2:7][N:6]([CH3:18])[CH2:5][CH2:4]2>O>[CH3:2][C:3]12[CH2:17][CH:8]([CH2:9][C:10]3[CH:15]=[CH:14][CH:13]=[CH:12][C:11]=31)[CH2:7][N:6]([CH3:18])[CH2:5][CH2:4]2. Procedure: 70 g of 57% hydrobromic acid, 5.5 g of red phosphorus and 18 ml of water were added to 17 g of 1,4-dimethyl-2,3,4,5,6,7-hexahydro-1,6-methano-1H-4-benzazonin-7-ol, and the mixture was heated and refluxed for 3 hours. The reaction mixture liquid was cooled and filtered, and the filtrate was subjected to distillation under reduced pressure. The residue was made alkaline with sodium hydroxide and extracted with ether. The ether extract was dried and filtered, and ether was distilled from the extrac...